Task: describe an organic reaction: reactants, conditions, products, and yield. Dataset: the Open Reaction Database (ORD), a public repository of structured organic reaction records Reactants: OC1=NC(=NC(=C1CC(=O)OC)C)CC1=CC=C(C=C1)[N+](=O)[O-] (methyl [4-hydroxy-6-methyl-2-(4-nitrobenzyl)pyrimidin-5-yl]acetate), CN(C1=CC=CC=C1)C (N,N-dimethylaniline), O=P(Cl)(Cl)Cl (POCl3). Yields the product ClC1=NC(=NC(=C1CC(=O)OC)C)CC1=CC=C(C=C1)[N+](=O)[O-] (methyl [4-chloro-6-methyl-2-(4-nitrobenzyl)pyrimidin-5-yl]acetate). Isolated yield 32.2%. Reaction SMILES: O[C:2]1[C:7]([CH2:8][C:9]([O:11][CH3:12])=[O:10])=[C:6]([CH3:13])[N:5]=[C:4]([CH2:14][C:15]2[CH:20]=[CH:19][C:18]([N+:21]([O-:23])=[O:22])=[CH:17][CH:16]=2)[N:3]=1.CN(C)C1C=CC=CC=1.O=P(Cl)(Cl)[Cl:35]>>[Cl:35][C:2]1[C:7]([CH2:8][C:9]([O:11][CH3:12])=[O:10])=[C:6]([CH3:13])[N:5]=[C:4]([CH2:14][C:15]2[CH:20]=[CH:19][C:18]([N+:21]([O-:23])=[O:22])=[CH:17][CH:16]=2)[N:3]=1. Reported procedure: A solution of methyl [4-hydroxy-6-methyl-2-(4-nitrobenzyl)pyrimidin-5-yl]acetate (1.59 g, 5.0 mmol) and N,N-dimethylaniline (0.56 mL, 4.4 mmol) in POCl3 (2.33 mL, 25 mmol) was refluxed for 14 hours. After cooling to room temperature, the reaction mixture was poured into ice-cold saturated K2CO3. The resulting aqueous layer was extracted with EtOAc and the combined organic extracts was washed with brine, dried over anhydrous MgSO4, filtered, and concentrated in vacuo. The crude product thus obtai... The reactants are ClC1=C(OC2=CC=3C(=[N+](ON3)[O-])C=C2)C=CC(=C1)C(F)(F)F (5-(2-chloro-4-trifluoromethylphenoxy)benzo-2,1,3-oxadiazole N-oxide), P(OCC)(OCC)OCC (triethyl phosphite). Solvent: C(C)O (ethanol). Product: ClC1=C(OC2=CC=3C(=NON3)C=C2)C=CC(=C1)C(F)(F)F (5-(2-chloro-4-trifluoromethylphenoxy)benzo-2,1,3-oxadiazole). RXN SMILES: [Cl:1][C:2]1[CH:18]=[C:17]([C:19]([F:22])([F:21])[F:20])[CH:16]=[CH:15][C:3]=1[O:4][C:5]1[CH:14]=[CH:13][C:8]2=[N+:9]([O-])[O:10][N:11]=[C:7]2[CH:6]=1.P(OCC)(OCC)OCC>C(O)C>[Cl:1][C:2]1[CH:18]=[C:17]([C:19]([F:22])([F:20])[F:21])[CH:16]=[CH:15][C:3]=1[O:4][C:5]1[CH:14]=[CH:13][C:8]2=[N:9][O:10][N:11]=[C:7]2[CH:6]=1. Procedure: A mixture of 5-(2-chloro-4-trifluoromethylphenoxy)benzo-2,1,3-oxadiazole N-oxide (2.0 g) and triethyl phosphite (10 ml) is heated under reflux in ~150 ml of ethanol for 4 hours. The reaction is cooled and stripped, and the crude product is purified by prep. TLC (15% ethyl acetate/hexane) to give 5-(2-chloro-4-trifluoromethylphenoxy)benzo-2,1,3-oxadiazole, m.p. 65°-66°. Reactants: C(CCCC)C1CC2=CC=C(C=C2CC1)C(=O)O (2-pentyl-1,2,3,4-tetrahydronaphthalene-6-carboxylic acid), acid chloride, C(CCC)C1=CC=C(C=C1)O (p-butylphenol). Solvent: N1=CC=CC=C1 (pyridine). The product is C(CCCC)C1CC2=CC=C(C=C2CC1)C(=O)OC1=CC=C(C=C1)CCCC (p-butylphenyl 2-pentyl-1,2,3,4-tetrahydro-6-naphthoate). Yield: 99.0%. RXN SMILES: [CH2:1]([CH:6]1[CH2:15][CH2:14][C:13]2[C:8](=[CH:9][CH:10]=[C:11]([C:16]([OH:18])=[O:17])[CH:12]=2)[CH2:7]1)[CH2:2][CH2:3][CH2:4][CH3:5].[CH2:19]([C:23]1[CH:28]=[CH:27][C:26](O)=[CH:25][CH:24]=1)[CH2:20][CH2:21][CH3:22]>N1C=CC=CC=1>[CH2:1]([CH:6]1[CH2:15][CH2:14][C:13]2[C:8](=[CH:9][CH:10]=[C:11]([C:16]([O:18][C:26]3[CH:27]=[CH:28][C:23]([CH2:19][CH2:20][CH2:21][CH3:22])=[CH:24][CH:25]=3)=[O:17])[CH:12]=2)[CH2:7]1)[CH2:2][CH2:3][CH2:4][CH3:5]. Procedure: Analogously to Example 1, 2.0 g of 2-pentyl-1,2,3,4-tetrahydronaphthalene-6-carboxylic acid are converted into the acid chloride and this is reacted with 1.202 g of p-butylphenol in 5 ml of absolute pyridine. There are obtained 3.0 g of crude p-butylphenyl 2-pentyl-1,2,3,4-tetrahydro-6-naphthoate for purification, is chromatographed on 95 g of silica gel. Elution with hexane/toluene (1:1) yields 2.8 g of substance which is recrystallized from ether/hexane up to constant melting point and clearin... The reactants are S([C@@H]1[C@@H](O)[C@H](O)[C@H](O)[C@@H](O1)C)C1=CC=CC=C1 (phenyl 6-deoxy-1-thio-β-L-galactopyranoside), C(C(C)(C)C)(=O)Cl (pivaloyl chloride). The reagents and catalysts are CN(C)C=1C=CN=CC1 (DMAP). Solvent: N1=CC=CC=C1 (pyridine), C(Cl)Cl (CH2Cl2). Conditions: temperature 100 celsius. Yields the product C(C(C)(C)C)(=O)O[C@@H]1[C@@H](SC2=CC=CC=C2)O[C@H]([C@H]([C@H]1OC(C(C)(C)C)=O)OC(C(C)(C)C)=O)C (phenyl 6-deoxy-2,3,4-tri-O-pivaloyl-1-thio-β-L-galactopyranoside). RXN SMILES: [S:1]([C:12]1[CH:17]=[CH:16][CH:15]=[CH:14][CH:13]=1)[C@H:2]1[O:10][C@@H:9]([CH3:11])[C@@H:7]([OH:8])[C@@H:5]([OH:6])[C@@H:3]1[OH:4].[C:18](Cl)(=[O:23])[C:19]([CH3:22])([CH3:21])[CH3:20]>N1C=CC=CC=1.CN(C1C=CN=CC=1)C.C(Cl)Cl>[C:18]([O:4][C@H:3]1[C@H:5]([O:6][C:18](=[O:23])[C:19]([CH3:22])([CH3:21])[CH3:20])[C@H:7]([O:8][C:18](=[O:23])[C:19]([CH3:22])([CH3:21])[CH3:20])[C@H:9]([CH3:11])[O:10][C@@H:2]1[S:1][C:12]1[CH:13]=[CH:14][CH:15]=[CH:16][CH:17]=1)(=[O:23])[C:19]([CH3:22])([CH3:21])[CH3:20]. Procedure: To a solution of crude phenyl 6-deoxy-1-thio-β-L-galactopyranoside 3 in 15 mL of pyridine is added pivaloyl chloride (4.0 mL, 3.90 g, 32.5 mmol) and DMAP (0.33 g, 2.71 mmol). The reaction mixture is heated at 100° C. for 12 h, cooled, diluted with 50 mL of CH2Cl2, washed with H2O (100 mL) and saturated NaCl (100 mL), dried over Na2SO4, filtered and concentrated to afford 3.25 g of phenyl 6-deoxy-2,3,4-tri-O-pivaloyl-1-thio-β-L-galactopyranoside 4 as a brown oil. This oil is purified by flash chr...